From a dataset of the Open Reaction Database (ORD), a public repository of structured organic reaction records. describe an organic reaction: reactants, conditions, products, and yield Reactants: NC1=CC=C(C=C1)C(=CCCCC(=O)OC)C=1C=NC=CC1 (methyl 6-(4-aminophenyl)-6-(3-pyridyl)-hex-5-enoate), C1(=CC=CC=C1)N(C(=O)Cl)C1=CC=CC=C1 (N,N-diphenyl-carbamoylchloride). The solvent is C(C)(=O)OCC (ethyl acetate), N1=CC=CC=C1 (pyridine). Yields the product C1(=CC=CC=C1)N(C(NC1=CC=C(C=C1)C(=CCCCC(=O)O)C=1C=NC=CC1)=O)C1=CC=CC=C1 (6-[4-(3,3-Diphenylureido)-phenyl]-6-(3-pyridyl)-hex-5-enoic acid). RXN SMILES: [NH2:1][C:2]1[CH:7]=[CH:6][C:5]([C:8]([C:17]2[CH:18]=[N:19][CH:20]=[CH:21][CH:22]=2)=[CH:9][CH2:10][CH2:11][CH2:12][C:13]([O:15]C)=[O:14])=[CH:4][CH:3]=1.[C:23]1([N:29]([C:33]2[CH:38]=[CH:37][CH:36]=[CH:35][CH:34]=2)[C:30](Cl)=[O:31])[CH:28]=[CH:27][CH:26]=[CH:25][CH:24]=1>N1C=CC=CC=1.C(OCC)(=O)C>[C:23]1([N:29]([C:33]2[CH:38]=[CH:37][CH:36]=[CH:35][CH:34]=2)[C:30](=[O:31])[NH:1][C:2]2[CH:7]=[CH:6][C:5]([C:8]([C:17]3[CH:18]=[N:19][CH:20]=[CH:21][CH:22]=3)=[CH:9][CH2:10][CH2:11][CH2:12][C:13]([OH:15])=[O:14])=[CH:4][CH:3]=2)[CH:24]=[CH:25][CH:26]=[CH:27][CH:28]=1. Reported procedure: A mixture of 2.4 g of methyl 6-(4-aminophenyl)-6-(3-pyridyl)-hex-5-enoate and 2.1 g of N,N-diphenyl-carbamoylchloride is stirred in 25 ml of pyridine for 18 hours at ambient temperature. The solvent is eliminated and the residue is taken up in ethyl acetate. The organic phase is washed with water, dried and evaporated down. The residue is saponified in a mixture of 20 ml of ethanol and 6 ml of 4N sodium hydroxide solution for 30 minutes at 50° C. The reaction solution is diluted with water and e... Starting materials: hydrochloride salt, [N-]=[N+]=[N-] (azide), CC1=CC=C(C=C1)S(=O)(=O)OCC1OC2=C(C1)C=CC=C2OS(=O)(=O)C(F)(F)F ((±)-(7-{[(trifluoromethyl)sulfonyl]oxy}-2,3-dihydro-1-benzofuran-2-yl)methyl 4-methylbenzenesulfonate), Intermediate 50, CC1=CC=C(C=C1)S(=O)(=O)OCC1OC2=C(C1)C=CC=C2C=2OC1=C(C2)C=CC=C1 ((±)-2′,3′-dihydro-2,7′-bi-1-benzofuran-2′-ylmethyl 4-methylbenzenesulfonate), Intermediate 98, N(=[N+]=[N-])CC1OC2=C(C1)C=CC=C2C=2OC1=C(C2)C=CC=C1 ((±)-2′-(azidomethyl)-2′,3′-dihydro-2,7′-bi-1-benzofuran), [N-]=[N+]=[N-].[Na+] (sodium azide), O1C(=CC2=C1C=CC=C2)B(O)O (2-benzofuranboronic acid), P(=O)([O-])([O-])[O-].[K+].[K+].[K+] (potassium phosphate), S(=O)(=O)([O-])C1=CC=C(C)C=C1 (tosylate). The reagents and catalysts are [Pd] (palladium on carbon), C=1C=CC(=CC1)[P](C=2C=CC=CC2)(C=3C=CC=CC3)[Pd]([P](C=4C=CC=CC4)(C=5C=CC=CC5)C=6C=CC=CC6)([P](C=7C=CC=CC7)(C=8C=CC=CC8)C=9C=CC=CC9)[P](C=1C=CC=CC1)(C=1C=CC=CC1)C=1C=CC=CC1 (tetrakis(triphenylphosphine)palladium(0)). The product is O1C(=CC2=C1C=CC=C2)C2=CC=CC=1CC(OC12)CN ((±)-1-(2′,3′-dihydro-2,7′-bi-1-benzofuran-2′-yl)methanamine). Isolated yield 34.3%. RXN SMILES: CC1C=CC(S(O[CH2:12][CH:13]2[CH2:17][C:16]3[CH:18]=[CH:19][CH:20]=[C:21](OS(C(F)(F)F)(=O)=O)[C:15]=3[O:14]2)(=O)=O)=CC=1.[O:30]1[C:34]2[CH:35]=[CH:36][CH:37]=[CH:38][C:33]=2[CH:32]=[C:31]1B(O)O.P([O-])([O-])([O-])=O.[K+].[K+].[K+].CC1C=CC(S(OCC2CC3C=CC=C(C4OC5C=CC=CC=5C=4)C=3O2)(=O)=O)=CC=1.S(C1C=CC(C)=CC=1)([O-])(=O)=O.[N-:91]=[N+]=[N-].[Na+].N(CC1CC2C=CC=C(C3OC4C=CC=CC=4C=3)C=2O1)=[N+]=[N-].[N-]=[N+]=[N-]>[Pd].C1C=CC([P]([Pd]([P](C2C=CC=CC=2)(C2C=CC=CC=2)C2C=CC=CC=2)([P](C2C=CC=CC=2)(C2C=CC=CC=2)C2C=CC=CC=2)[P](C2C=CC=CC=2)(C2C=CC=CC=2)C2C=CC=CC=2)(C2C=CC=CC=2)C2C=CC=CC=2)=CC=1>[O:30]1[C:34]2[CH:35]=[CH:36][CH:37]=[CH:38][C:33]=2[CH:32]=[C:31]1[C:21]1[C:15]2[O:14][CH:13]([CH2:12][NH2:91])[CH2:17][C:16]=2[CH:18]=[CH:19][CH:20]=1 |f:2.3.4.5,8.9,^1:124,126,145,164|. Procedure details: Treatment of (±)-(7-{[(trifluoromethyl)sulfonyl]oxy}-2,3-dihydro-1-benzofuran-2-yl)methyl 4-methylbenzenesulfonate (1.5 g, 3.32 mmol) with 2-benzofuranboronic acid (0.81 g, 4.97 mmol), tetrakis(triphenylphosphine)palladium(0) (0.38 g, 0.33 mmol), and potassium phosphate (1.41 g, 6.63 mmol) generally according to the procedure described for Intermediate 50 provided (±)-2′,3′-dihydro-2,7′-bi-1-benzofuran-2′-ylmethyl 4-methylbenzenesulfonate. Treatment of the tosylate with sodium azide (0.09 g, 1.3... Starting materials: COc1ccc(CCO)cc1OC, ClC(Cl)Cl, O=S(Cl)Cl. Product: COc1ccc(CCCl)cc1OC. Reaction SMILES: [CH3:1][O:2][c:3]1[cH:4][c:5]([CH2:11][CH2:12][OH:13])[cH:6][cH:7][c:8]1[O:9][CH3:10].[CH:18]([Cl:19])([Cl:20])[Cl:21].[S:14]([Cl:15])([Cl:16])=[O:17]>>[CH3:1][O:2][c:3]1[cH:4][c:5]([CH2:11][CH2:12][Cl:16])[cH:6][cH:7][c:8]1[O:9][CH3:10]. Reactants: Cl[SiH](Cl)Cl (trichlorosilane), solution, [SiH4].[H][H] (silane hydrogen), C(C(=C)C)(=O)OCC=C (allyl methacrylate). The solvent is CC(=O)C (acetone). Run at temperature 55 celsius. The product is C(C(=C)C)(=O)OCCC[Si](Cl)(Cl)Cl (3-methacryloxypropyltrichlorosilane). The yield is 97.0%. RXN SMILES: [Cl:1][SiH:2]([Cl:4])[Cl:3].[C:5]([O:10][CH2:11][CH:12]=[CH2:13])(=[O:9])[C:6]([CH3:8])=[CH2:7].[SiH4].[H][H]>CC(C)=O>[C:5]([O:10][CH2:11][CH2:12][CH2:13][Si:2]([Cl:4])([Cl:3])[Cl:1])(=[O:9])[C:6]([CH3:8])=[CH2:7] |f:2.3|. Procedure: 2 moles of trichlorosilane were heated in a common laboratory stirring vessel to 55° C. 0.1 ml of an 0.01 molar solution of mesityl oxide-platinum dichloride complex catalyst in acetone was added, and 2 moles of allyl methacrylate was added drop by drop under nitrogen over a period of 10 minutes with intense stirring. The internal temperature was in the meantime kept below 62° C., by external cooling. After another 8 minutes of stirring at about 60° C., no more silane hydrogen could be detected.... Reactants: O (water), Cl (hydrogen chloride), O=C[C@H](O)[C@@H](O)[C@H](O)[C@H](O)CO (D-(+)-glucose), C(CCCCCCCCCCC)OS(=O)(=O)C1=CC=CC=C1.[Na] (sodium laurylbenzenesulfonate). The reagents and catalysts are [Cl-].C(CCCCCCCCCCCCCCC)[N+](C)(C)C (cetyltrimethylammonium chloride). The solvent is C1(=CC=CC=C1)C (toluene). Reaction conditions: time 3 hour. Product: ClCC1=CC=C(C=O)O1 (5-chloromethylfurfural). Reaction SMILES: [O:1]=[CH:2][C@@H:3]([C@H:5]([C@@H:7]([C@@H:9]([CH2:11]O)[OH:10])O)O)O.C(OS(C1C=CC=CC=1)(=O)=O)CCCCCCCCCCC.[Na].O.[ClH:37]>[Cl-].C([N+](C)(C)C)CCCCCCCCCCCCCCC.C1(C)C=CC=CC=1>[Cl:37][CH2:11][C:9]1[O:10][C:3]([CH:2]=[O:1])=[CH:5][CH:7]=1 |f:1.2,5.6,^1:34|. Procedure details: To a three-necked flask equipped with a condenser and a stirrer were added 5 g (0.028 mole) of a commercially available D-(+)-glucose and two kinds of surface active agent, i.e., 97.6 mg (0.00028 mole) of sodium laurylbenzenesulfonate and 89.6 mg (0.00028 mole) of cetyltrimethylammonium chloride. Then, 5 ml of water and 30 ml of toluene were added thereto and the mixture was stirred. Thereafter, a molar excess of hydrogen chloride (about 13 g) was passed through the mixture at room temperature f... The yield is 70.0%. The reactants are S(O)(O)(=O)=O (sulfuric acid), ClC1=C(C=CC=C1)C(C#N)(CCN1CCCCC1)CCN(CC1=CC=CC=C1)C(C)C (α-(2 -Chlorophenyl)-α-[2-[(1-methylethyl) (phenylmethyl)amino]ethyl]-1-piperidinebutanenitrile), ClC1=C(C=CC=C1)C(C#N)(CCN1CCCCC1)CCN(CC1=CC=CC=C1)C(C)C (α-(2 -Chlorophenyl)-α-[2-[(1-methylethyl) (phenylmethyl)amino]ethyl]-1-piperidinebutanenitrile), C1(=CC=CC=C1)C (toluene). Procedure: A nitrogen atmosphere was applied to a reaction vessel containing 109.3 L of sulfuric acid (96% w/w) which was warmed to 70° C. with stirring. Heating was discontinued, and 89.2 kg of α-(2-chlorophenyl)-α-[2-[(1-methylethyl)(phenylmethyl)amino]ethyl]-1-piperidinebutanenitrile (product of Example 4) was added at a rate such that the temperature was maintained at 80°-85° C. The reaction mixture was stirred at 80°-85° C. for 2.5 h and cooled to 75° C. The reaction mixture was added to a cooled and ... The product is ClC1=C(C=CC=C1)C(C(=O)N)(CCN1CCCCC1)CCN(CC1=CC=CC=C1)C(C)C (α-(2-Chlorophenyl)-α-[2-[(1-methylethyl) (phenylmethyl)amino]ethyl]-1-piperidinebutanamide). Run in O (water), O (water). RXN SMILES: S(=O)(=O)(O)[OH:2].[Cl:6][C:7]1[CH:12]=[CH:11][CH:10]=[CH:9][C:8]=1[C:13]([CH2:24][CH2:25][N:26]([CH:34]([CH3:36])[CH3:35])[CH2:27][C:28]1[CH:33]=[CH:32][CH:31]=[CH:30][CH:29]=1)([CH2:16][CH2:17][N:18]1[CH2:23][CH2:22][CH2:21][CH2:20][CH2:19]1)[C:14]#[N:15].C1(C)C=CC=CC=1>O>[Cl:6][C:7]1[CH:12]=[CH:11][CH:10]=[CH:9][C:8]=1[C:13]([CH2:24][CH2:25][N:26]([CH:34]([CH3:36])[CH3:35])[CH2:27][C:28]1[CH:33]=[CH:32][CH:31]=[CH:30][CH:29]=1)([CH2:16][CH2:17][N:18]1[CH2:23][CH2:22][CH2:21][CH2:20][CH2:19]1)[C:14]([NH2:15])=[O:2]. Run at temperature 70 celsius.